Dataset: the Open Reaction Database (ORD), a public repository of structured organic reaction records. Task: describe an organic reaction: reactants, conditions, products, and yield RXN SMILES: CC(C)(OC([NH:7][CH:8]1[CH2:11][N:10]([C:12](=[O:20])[CH:13]=[CH:14][C:15]([O:17][CH2:18][CH3:19])=[O:16])[C:9]1=[O:21])=O)C.CCOCC.[F:28][C:29]([F:34])([F:33])[C:30]([OH:32])=[O:31]>>[F:28][C:29]([F:34])([F:33])[C:30]([OH:32])=[O:31].[NH2:7][CH:8]1[CH2:11][N:10]([C:12](=[O:20])[CH:13]=[CH:14][C:15]([O:17][CH2:18][CH3:19])=[O:16])[C:9]1=[O:21] |f:3.4|. Product: FC(C(=O)O)(F)F.NC1C(N(C1)C(C=CC(=O)OCC)=O)=O (4-(3-Amino-2-oxo-1-azetidinyl)-4-oxo-2-butenoic acid, ethyl ester, trifluoroacetate salt). Run at temperature 0 celsius, time 15 minute. Procedure: [1(E); 3S]-4-[3-[[(1,1-Dimethylethoxy)-carbonyl]amino]-2-oxo-1-azetidinyl]-4-oxo-2-butenoic acid, ethyl ester (2 g) was dissolved in 15 ml of trifluoroacetic acid and stirred for 15 minutes at 0° C. After adding ether, the title compound crystallized quantitatively from the solution as white crystals, melting point 138° C. (dec.). Starting materials: CCOCC (ether), 1(E), 3S, CC(C)(OC(=O)NC1C(N(C1)C(C=CC(=O)OCC)=O)=O)C (4-[3-[[(1,1-Dimethylethoxy)-carbonyl]amino]-2-oxo-1-azetidinyl]-4-oxo-2-butenoic acid, ethyl ester), FC(C(=O)O)(F)F (trifluoroacetic acid). The reactants are O=C(O)c1ccc(Br)c(OCC2CC2)n1, [Na+], [Na+], O=C([O-])[O-], CC1(C)OB(C2=CCOCC2)OC1(C)C, CN(C)C=O, O. Yields the product O=C(O)c1ccc(C2CCOCC2)c(OCC2CC2)n1. RXN SMILES: [Br:1][c:2]1[cH:3][cH:4][c:5]([C:13](=[O:14])[OH:15])[n:6][c:7]1[O:8][CH2:9][CH:10]1[CH2:11][CH2:12]1.[Na+:31].[Na+:32].[O-:33][C:34](=[O:35])[O-:36].[O:16]1[CH2:17][CH2:18][C:19]([B:22]2[O:23][C:24]([CH3:25])([CH3:26])[C:27]([CH3:28])([CH3:29])[O:30]2)=[CH:20][CH2:21]1.[O:38]=[CH:39][N:40]([CH3:41])[CH3:42].[OH2:37]>>[c:2]1([CH:19]2[CH2:18][CH2:17][O:16][CH2:21][CH2:20]2)[cH:3][cH:4][c:5]([C:13](=[O:14])[OH:15])[n:6][c:7]1[O:8][CH2:9][CH:10]1[CH2:11][CH2:12]1. Reactants: CCCCO, Cl, Cc1ccc(NC(=O)c2ccc(CN3CCN(C)CC3)cc2)cc1N, N#CN, O. Yields the product Cc1ccc(NC(=O)c2ccc(CN3CCN(C)CC3)cc2)cc1NC(=N)N. Reaction SMILES: [CH2:30]([OH:31])[CH2:32][CH2:33][CH3:34].[ClH:26].[NH2:1][c:2]1[cH:3][c:4]([NH:9][C:10]([c:11]2[cH:12][cH:13][c:14]([CH2:17][N:18]3[CH2:19][CH2:20][N:21]([CH3:24])[CH2:22][CH2:23]3)[cH:15][cH:16]2)=[O:25])[cH:5][cH:6][c:7]1[CH3:8].[NH2:27][C:28]#[N:29].[OH2:35]>>[NH:1]([c:2]1[cH:3][c:4]([NH:9][C:10]([c:11]2[cH:12][cH:13][c:14]([CH2:17][N:18]3[CH2:19][CH2:20][N:21]([CH3:24])[CH2:22][CH2:23]3)[cH:15][cH:16]2)=[O:25])[cH:5][cH:6][c:7]1[CH3:8])[C:28](=[NH:27])[NH2:29]. The reactants are 1, CN1CCOCC1 (N-methylmorpholine), ClC(=O)OCC(C)C (isobutyl chloroformate), C(C#CC)(=O)O (2-butynoic acid), NC=1C=C2C(=C(C=NC2=CC1)C#N)NC1=CC(=CC=C1)C#C (6-amino-4-[(3-ethynylphenyl)amino]-quinoline-3-carbonitrile). Run in O (water), C1CCOC1 (THF), CN(C)C=O (DMF), C1CCOC1 (THF). Conditions: temperature 0 celsius, time 10 minute. Product: C(#N)C=1C=NC2=CC=C(C=C2C1NC1=CC(=CC=C1)C#C)NC(C#CC)=O (N-{3-Cyano-4-[(3-ethynylphenyl)amino]-6-quinolinyl}-2-butynamide). Yield: 80.1%. As a reaction SMILES: [C:1]([OH:6])(=O)[C:2]#[C:3][CH3:4].CN1CCOCC1.ClC(OCC(C)C)=O.[NH2:22][C:23]1[CH:24]=[C:25]2[C:30](=[CH:31][CH:32]=1)[N:29]=[CH:28][C:27]([C:33]#[N:34])=[C:26]2[NH:35][C:36]1[CH:41]=[CH:40][CH:39]=[C:38]([C:42]#[CH:43])[CH:37]=1>C1COCC1.CN(C=O)C.O>[C:33]([C:27]1[CH:28]=[N:29][C:30]2[C:25]([C:26]=1[NH:35][C:36]1[CH:41]=[CH:40][CH:39]=[C:38]([C:42]#[CH:43])[CH:37]=1)=[CH:24][C:23]([NH:22][C:1](=[O:6])[C:2]#[C:3][CH3:4])=[CH:32][CH:31]=2)#[N:34]. Procedure: Dissolved 370 mg (4.40 mmol) 2-butynoic acid in 20 ml THF under N2 and chilled to 0° C. Added 484 1 (4.40 mmol) N-methylmorpholine and 572 μl (4.40 mmol) isobutyl chloroformate and stirred for 10 minutes. Added a solution of 500 mg (1.76 mmol) 6-amino-4-[(3-ethynylphenyl)amino]-quinoline-3-carbonitrile in 1 ml DMF and ml THF. Removed ice bath at 15 minutes and stirred overnight at 25° C. Stripped solvent, slurried residue with water, collected solids, and dried in vacuo. Boiled in ethyl acetate,... Starting materials: CCOC(=O)N=NC(=O)[O-], C1CCOC1, O=C1c2ccccc2C(=O)N1O, CN1CCN(CCCO)CC1, c1ccc(P(c2ccccc2)c2ccccc2)cc1. Product: CN1CCN(CCCON2C(=O)c3ccccc3C2=O)CC1. As a reaction SMILES: [N:43]([C:44]([O:45][CH2:46][CH3:47])=[O:48])=[N:49][C:50]([O-:51])=[O:52].[O:53]1[CH2:54][CH2:55][CH2:56][CH2:57]1.[OH:12][N:13]1[C:14](=[O:23])[c:15]2[c:16]([cH:19][cH:20][cH:21][cH:22]2)[C:17]1=[O:18].[OH:1][CH2:2][CH2:3][CH2:4][N:5]1[CH2:6][CH2:7][N:8]([CH3:11])[CH2:9][CH2:10]1.[c:24]1([P:25]([c:26]2[cH:27][cH:28][cH:29][cH:30][cH:31]2)[c:32]2[cH:33][cH:34][cH:35][cH:36][cH:37]2)[cH:38][cH:39][cH:40][cH:41][cH:42]1>>[O:1]([CH2:2][CH2:3][CH2:4][N:5]1[CH2:6][CH2:7][N:8]([CH3:11])[CH2:9][CH2:10]1)[N:13]1[C:14](=[O:23])[c:15]2[c:16]([cH:19][cH:20][cH:21][cH:22]2)[C:17]1=[O:18]. Starting materials: N(=[N+]=[N-])C[C@H](CC1=CC=C(C=C1)OC)N ((S)-1-azido-3-(4-methoxyphenyl)-2-propanamine), OC1=C(N(C2=CC=CC=C12)C)C(=O)O (hydroxy-1-methyl-1H-indole-2-carboxylic acid), N[C@H](CO)CC1=CC=C(C=C1)OC ((S)-2-amino-3-(4-methoxyphenyl)-1-propanol), COC1=CC=C(C[C@H](N)C(=O)O)C=C1 (O-methyl-L-tyrosine). Product: N(=[N+]=[N-])C[C@H](CC1=CC=C(C=C1)OC)NC(=O)C=1N(C2=CC=CC(=C2C1)O)C ((S)-N-[2-Azido-1-(4-methoxybenzyl)ethyl]-4-hydroxy-1-methyl-1H-indole-2-carbox-amide). As a reaction SMILES: [N:1]([CH2:4][C@@H:5]([NH2:15])[CH2:6][C:7]1[CH:12]=[CH:11][C:10]([O:13][CH3:14])=[CH:9][CH:8]=1)=[N+:2]=[N-:3].N[C@@H](CC1C=CC(OC)=CC=1)C[OH:19].COC1C=CC(C[C@@H](C(O)=O)N)=CC=1.O[C:44]1[C:52]2[C:47](=[CH:48][CH:49]=[CH:50][CH:51]=2)[N:46]([CH3:53])[C:45]=1[C:54]([OH:56])=O>>[N:1]([CH2:4][C@@H:5]([NH:15][C:54]([C:45]1[N:46]([CH3:53])[C:47]2[C:52]([CH:44]=1)=[C:51]([OH:19])[CH:50]=[CH:49][CH:48]=2)=[O:56])[CH2:6][C:7]1[CH:12]=[CH:11][C:10]([O:13][CH3:14])=[CH:9][CH:8]=1)=[N+:2]=[N-:3]. Reported procedure: From (S)-1-azido-3-(4-methoxyphenyl)-2-propanamine [prepared by an adaptation of a method described by Horwell, et al., J. Med. Chem., 1991, 404-414 from (S)-2-amino-3-(4-methoxyphenyl)-1-propanol (prepared from O-methyl-L-tyrosine by an adaptation of a method described by Sutherland, et al., J Org Chem, 1998, 7764-7769] and 4 hydroxy-1-methyl-1H-indole-2-carboxylic acid the title compound was prepared by a method analogous to that described in Example 13. MS ES (M++H)=380. The reactants are [Ba+2], C1CCC2CCCCC2C1, O=C(Cl)c1ccc(F)cc1F, [Pd], O=S(=O)([O-])[O-]. The product is O=Cc1ccc(F)cc1F. Reaction SMILES: [Ba+2:6].[CH2:19]1[CH2:20][CH:21]2[CH:22]([CH2:23][CH2:24][CH2:25][CH2:26]2)[CH2:27][CH2:28]1.[F:7][c:8]1[c:9]([C:10](=[O:11])[Cl:12])[cH:13][cH:14][c:15]([F:17])[cH:16]1.[Pd:18].[S:1]([O-:2])([O-:3])(=[O:4])=[O:5]>>[F:7][c:8]1[c:9]([CH:10]=[O:11])[cH:13][cH:14][c:15]([F:17])[cH:16]1. The reactants are CCOC(=O)C1CC(OS(C)(=O)=O)CC1C(=O)N1CCC(F)(F)C1, Sc1ccc(Cl)cn1. Yields the product CCOC(=O)C1CC(Sc2ccc(Cl)cn2)CC1C(=O)N1CCC(F)(F)C1. As a reaction SMILES: [CH2:1]([CH3:2])[O:3][C:4](=[O:5])[CH:6]1[CH:7]([C:16](=[O:17])[N:18]2[CH2:19][C:20]([F:23])([F:24])[CH2:21][CH2:22]2)[CH2:8][CH:9]([O:11][S:12]([CH3:13])(=[O:14])=[O:15])[CH2:10]1.[Cl:25][c:26]1[cH:27][cH:28][c:29]([SH:32])[n:30][cH:31]1>>[CH2:1]([CH3:2])[O:3][C:4](=[O:5])[CH:6]1[CH:7]([C:16](=[O:17])[N:18]2[CH2:19][C:20]([F:23])([F:24])[CH2:21][CH2:22]2)[CH2:8][CH:9]([S:32][c:29]2[cH:28][cH:27][c:26]([Cl:25])[cH:31][n:30]2)[CH2:10]1.